describe an organic reaction: reactants, conditions, products, and yield From a dataset of the Open Reaction Database (ORD), a public repository of structured organic reaction records. The reactants are Cl (HCl), S1C=CC2=C1C=CC=C2 (Benzothiophene), C=O (paraformaldehyde), C(CCC)[Li] (n-butyllithium). Run in C1CCOC1 (THF). Reaction conditions: temperature -78 celsius, time 1 hour. Product: S1C(=CC2=C1C=CC=C2)CO (1-benzothien-2-ylmethanol). Reaction SMILES: [S:1]1[C:5]2[CH:6]=[CH:7][CH:8]=[CH:9][C:4]=2[CH:3]=[CH:2]1.C([Li])CCC.[CH2:15]=[O:16].Cl>C1COCC1>[S:1]1[C:5]2[CH:6]=[CH:7][CH:8]=[CH:9][C:4]=2[CH:3]=[C:2]1[CH2:15][OH:16]. Reported procedure: Benzothiophene (5.0 g, 37.3 mmol) in anhydrous THF (100 ml) stirring at −20° C. was treated with n-butyllithium (34 ml, 1.6 M, 55.8 mmol) and stirred for 1 hour. The mixture was cooled to −78° C. and treated with paraformaldehyde (7.8 g, 261 mmol) in four portions. The mixture was allowed to slowly warm to room temperature with stirring overnight. The mixture was treated with 2N HCl (100 ml) and extracted with diethyl ether (2×100 ml). The organic phases were combined, dried over NaSO4, filtered... Reported procedure: This compound was prepared by the same procedure as used in EXAMPLE 2 using 1,3-Dimethoxy-2-(Pyrid-3-yl)benzene 29 and N-bromosuccinimide to yield 30. The reactants are COC1=C(C(=CC=C1)OC)C=1C=NC=CC1 (1,3-Dimethoxy-2-(Pyrid-3-yl)benzene), BrN1C(CCC1=O)=O (N-bromosuccinimide). RXN SMILES: [CH3:1][O:2][C:3]1[CH:8]=[CH:7][CH:6]=[C:5]([O:9][CH3:10])[C:4]=1[C:11]1[CH:12]=[N:13][CH:14]=[CH:15][CH:16]=1.[Br:17]N1C(=O)CCC1=O>>[CH3:1][O:2][C:3]1[CH:8]=[CH:7][C:6]([Br:17])=[C:5]([O:9][CH3:10])[C:4]=1[C:11]1[CH:12]=[N:13][CH:14]=[CH:15][CH:16]=1. Product: COC1=C(C(=C(C=C1)Br)OC)C=1C=NC=CC1 (1,3-Dimethoxy-2-(Pyrid-3-yl)-4-bromobenzene). Starting materials: COCc1c(C(=O)OC(C)C)ncc2c1c1cc(OCc3ccccc3)ccc1n2CC(=O)CCCCN(C)CCc1ccccc1, CO, Cl, [Na+], [OH-]. Yields the product COCc1c(C(=O)O)ncc2c1c1cc(OCc3ccccc3)ccc1n2CC(=O)CCCCN(C)CCc1ccccc1. Reaction SMILES: [CH3:1][CH:2]([CH3:3])[O:4][C:5](=[O:6])[c:7]1[c:8]([CH2:45][O:46][CH3:47])[c:9]2[c:10]([n:11]([CH2:26][C:27]([CH2:28][CH2:29][CH2:30][CH2:31][N:32]([CH2:33][CH2:34][c:35]3[cH:36][cH:37][cH:38][cH:39][cH:40]3)[CH3:41])=[O:42])[c:12]3[cH:13][cH:14][c:15]([O:18][CH2:19][c:20]4[cH:21][cH:22][cH:23][cH:24][cH:25]4)[cH:16][c:17]23)[cH:43][n:44]1.[CH3:51][OH:52].[ClH:50].[Na+:49].[OH-:48]>>[O:4]=[C:5]([OH:6])[c:7]1[c:8]([CH2:45][O:46][CH3:47])[c:9]2[c:10]([n:11]([CH2:26][C:27]([CH2:28][CH2:29][CH2:30][CH2:31][N:32]([CH2:33][CH2:34][c:35]3[cH:36][cH:37][cH:38][cH:39][cH:40]3)[CH3:41])=[O:42])[c:12]3[cH:13][cH:14][c:15]([O:18][CH2:19][c:20]4[cH:21][cH:22][cH:23][cH:24][cH:25]4)[cH:16][c:17]23)[cH:43][n:44]1. Reactants: C(C1=CC=CC=C1)OC1=CC(N(C=C1)C1=CC=C(C=C1)O)=O (4-benzyloxy-1-(4-hydroxyphenyl)-1H-pyridin-2-one), CC(C)(C)OC1=CC=C(C=C1)/C=C/C1=CC(N(C=C1)C1=CC=C(C=C1)O)=O (4-((E)-2-{4-[(2-methyl-2-propyl)oxy]phenyl}vinyl)-1-(4-hydroxyphenyl)-1H-pyridin-2-one). Yields the product CC(C)(C)OC1=CC=C(C=C1)/C=C/C1=CC(N(C=C1)C1=CC=C(C=C1)OCCN1CCCC1)=O (4-((E)-2-{4-[(2-methyl-2-propyl)oxy]phenyl}vinyl)-1-{4-[2-(1-pyrrolidinyl)ethoxy]pheny}-1H-pyridin-2-one). As a reaction SMILES: C(OC1[CH:14]=[CH:13][N:12]([C:15]2[CH:20]=[CH:19][C:18](O)=CC=2)C(=O)C=1)C1C=CC=CC=1.[CH3:23][C:24]([O:27][C:28]1[CH:33]=[CH:32][C:31](/[CH:34]=[CH:35]/[C:36]2[CH:41]=[CH:40][N:39]([C:42]3[CH:47]=[CH:46][C:45]([OH:48])=[CH:44][CH:43]=3)[C:38](=[O:49])[CH:37]=2)=[CH:30][CH:29]=1)([CH3:26])[CH3:25]>>[CH3:26][C:24]([O:27][C:28]1[CH:29]=[CH:30][C:31](/[CH:34]=[CH:35]/[C:36]2[CH:41]=[CH:40][N:39]([C:42]3[CH:43]=[CH:44][C:45]([O:48][CH2:14][CH2:13][N:12]4[CH2:15][CH2:20][CH2:19][CH2:18]4)=[CH:46][CH:47]=3)[C:38](=[O:49])[CH:37]=2)=[CH:32][CH:33]=1)([CH3:23])[CH3:25]. Procedure: Step (3) of Example 12 was repeated except that 4-benzyloxy-1-(4-hydroxyphenyl)-1H-pyridin-2-one was replaced with 4-((E)-2-{4-[(2-methyl-2-propyl)oxy]phenyl}vinyl)-1-(4-hydroxyphenyl)-1H-pyridin-2-one, to provide the title compound. The reactants are C1NCCN2C1C1=C(CC3=C2C=CC=C3)C=CC=C1 (1,2,3,4,10,14b-hexahydrodibenzo[c,f]pyrazino[1,2-a]azepine), ClCCCO (3-chloropropanol), C([O-])([O-])=O.[K+].[K+] (potassium carbonate), [I-].[Na+] (sodium iodide). Solvent: C(C)O (ethanol). Product: C1N(CCN2C1C1=C(CC3=C2C=CC=C3)C=CC=C1)CCCO (3-(1,2,3,4,10,14b-hexahydrodibenzo[c,f]pyrazino[1,2-a]azepin-2-yl)propanol). As a reaction SMILES: [CH2:1]1[CH:6]2[C:7]3[CH:19]=[CH:18][CH:17]=[CH:16][C:8]=3[CH2:9][C:10]3[CH:15]=[CH:14][CH:13]=[CH:12][C:11]=3[N:5]2[CH2:4][CH2:3][NH:2]1.Cl[CH2:21][CH2:22][CH2:23][OH:24].C(=O)([O-])[O-].[K+].[K+].[I-].[Na+]>C(O)C>[CH2:1]1[CH:6]2[C:7]3[CH:19]=[CH:18][CH:17]=[CH:16][C:8]=3[CH2:9][C:10]3[CH:15]=[CH:14][CH:13]=[CH:12][C:11]=3[N:5]2[CH2:4][CH2:3][N:2]1[CH2:21][CH2:22][CH2:23][OH:24] |f:2.3.4,5.6|. Reported procedure: 1.5 g of 1,2,3,4,10,14b-hexahydrodibenzo[c,f]pyrazino[1,2-a]azepine, 0.74 g of 3-chloropropanol, 2.32 g of potassium carbonate and 0.10 g of sodium iodide were added to 30 ml of ethanol, and the mixture was heated under reflux for 20 hours. At the end of this time, the reaction mixture was filtered, and then The solvent was removed from the filtrate by distillation under reduced pressure. The residue was then subjected to column chromatography through silica gel, and the desired compound was obt... The reactants are OC(CNC(=N)N)(C)C (1-(2-hydroxy-2-methylpropyl)guanidine), NC1=CC=NC=C1 (4-aminopyridine), CC(CNC1=NC=C(C(=N1)C(F)(F)F)C1=NC(=NC=C1)S(=O)C)(C)O (2-methyl-1-(2-(methylsulfinyl)-4′-(trifluoromethyl)-4,5′-bipyrimidin-2′-ylamino)propan-2-ol), [Li+].C[Si](C)(C)[N-][Si](C)(C)C (LiHMDS). The solvent is C1CCOC1 (THF). Reaction conditions: time 30 minute. Yields the product CC(CNC1=NC=C(C(=N1)C(F)(F)F)C1=NC(=NC=C1)NC1=CC=NC=C1)(C)O (2-methyl-1-(2-(pyridin-4-ylamino)-4′-(trifluoromethyl)-4,5′-bipyrimidin-2′-ylamino)propan-2-ol). The yield is 29.8%. RXN SMILES: OC(C)(C)CNC(N)=N.[NH2:10][C:11]1[CH:16]=[CH:15][N:14]=[CH:13][CH:12]=1.[Li+].C[Si]([N-][Si](C)(C)C)(C)C.[CH3:27][C:28]([OH:51])([CH3:50])[CH2:29][NH:30][C:31]1[N:36]=[C:35]([C:37]([F:40])([F:39])[F:38])[C:34]([C:41]2[CH:46]=[CH:45][N:44]=[C:43](S(C)=O)[N:42]=2)=[CH:33][N:32]=1>C1COCC1>[CH3:50][C:28]([OH:51])([CH3:27])[CH2:29][NH:30][C:31]1[N:36]=[C:35]([C:37]([F:39])([F:38])[F:40])[C:34]([C:41]2[CH:46]=[CH:45][N:44]=[C:43]([NH:10][C:11]3[CH:16]=[CH:15][N:14]=[CH:13][CH:12]=3)[N:42]=2)=[CH:33][N:32]=1 |f:2.3|. Procedure details: This compound was synthesized in an analogous manner to 22 utilizing 1-(2-hydroxy-2-methylpropyl)guanidine in step 3. To a solution of 4-aminopyridine (80 mg, 0.852 mmol) in THF (426 μl) cooled at −78° C. under nitrogen, LiHMDS (852 μl, 0.852 mmol) was added dropwise. The reaction mixture was warmed up to rt, then was stirred for 30 minutes. To the reaction mixture cooled back to −78° C., 2-methyl-1-(2-(methylsulfinyl)-4′-(trifluoromethyl)-4,5′-bipyrimidin-2′-ylamino)propan-2-ol (80 mg, 0.213 mm... Reactants: C(CCCCC)N (hexylamine), diol, O1CCCC1 (tetrahydrofuran), C1(=CC=CC=C1)[Si]1(O[Si](O[Si](O1)(C1=CC=CC=C1)C1=CC=CC=C1)(C1=CC=CC=C1)C1=CC=CC=C1)C1=CC=CC=C1 (hexaphenylcyclotrisiloxane), Cl (hydrochloric acid). Solvent: O (water), O (water). Run at time 30 minute. Yields the product C1(=CC=CC=C1)[Si](O[Si](O[Si](O)(C1=CC=CC=C1)C1=CC=CC=C1)(C1=CC=CC=C1)C1=CC=CC=C1)(O)C1=CC=CC=C1 (hexaphenyltrisiloxane-1,5-diol). Yield: 93.0%. RXN SMILES: [O:1]1CCCC1.[C:6]1([Si:12]2([C:42]3[CH:47]=[CH:46][CH:45]=[CH:44][CH:43]=3)[O:17][Si:16]([C:24]3[CH:29]=[CH:28][CH:27]=[CH:26][CH:25]=3)([C:18]3[CH:23]=[CH:22][CH:21]=[CH:20][CH:19]=3)[O:15][Si:14]([C:36]3[CH:41]=[CH:40][CH:39]=[CH:38][CH:37]=3)([C:30]3[CH:35]=[CH:34][CH:33]=[CH:32][CH:31]=3)[O:13]2)[CH:11]=[CH:10][CH:9]=[CH:8][CH:7]=1.C(N)CCCCC.Cl>O>[C:24]1([Si:16]([C:18]2[CH:23]=[CH:22][CH:21]=[CH:20][CH:19]=2)([OH:1])[O:17][Si:12]([C:42]2[CH:43]=[CH:44][CH:45]=[CH:46][CH:47]=2)([C:6]2[CH:11]=[CH:10][CH:9]=[CH:8][CH:7]=2)[O:13][Si:14]([C:36]2[CH:41]=[CH:40][CH:39]=[CH:38][CH:37]=2)([C:30]2[CH:31]=[CH:32][CH:33]=[CH:34][CH:35]=2)[OH:15])[CH:25]=[CH:26][CH:27]=[CH:28][CH:29]=1. Procedure: 400 parts tetrahydrofuran and 55 parts hexaphenylcyclotrisiloxane were added to an Erlenmeyer flask, and dissolution was brought about. 3 parts hexylamine and 40 parts water were then added, and stirring was carried out for 30 minutes at room temperature. Conversion to the diol was confirmed by thin-layer chromatography, and the reaction solution was poured into 500 parts water and neutralized with dilute hydrochloric acid. The organic substance was precipitated with 600 parts of toluene, and th...